From a dataset of the Open Reaction Database (ORD), a public repository of structured organic reaction records. describe an organic reaction: reactants, conditions, products, and yield Starting materials: C1(CCCCC1)NN1SC(=CN1)C=1N(C(=CN1)[N+](=O)[O-])C (2-(2-Cyclohexylamino-5-thiadiazolyl)-1-methyl-5nitroimidazole), C(CCCCCCC)N (n-octylamine), C1(CCCCC1)N (cyclohexylamine). Yields the product C(CCCCCCC)NN1SC(=CN1)C=1N(C(=CN1)[N+](=O)[O-])C (2-(2-n-Octylamino-5-thiadiazolyl)-1-methyl-5-nitroimidazole). As a reaction SMILES: [CH:1]1([NH:7][N:8]2[NH:12][CH:11]=[C:10]([C:13]3[N:14]([CH3:21])[C:15]([N+:18]([O-:20])=[O:19])=[CH:16][N:17]=3)[S:9]2)[CH2:6][CH2:5][CH2:4][CH2:3][CH2:2]1.[CH2:22](N)[CH2:23]CCCCCC.C1(N)CCCCC1>>[CH2:1]([NH:7][N:8]1[NH:12][CH:11]=[C:10]([C:13]2[N:14]([CH3:21])[C:15]([N+:18]([O-:20])=[O:19])=[CH:16][N:17]=2)[S:9]1)[CH2:6][CH2:5][CH2:4][CH2:3][CH2:2][CH2:22][CH3:23]. Procedure: The preparation of the above compound is carried out essentially as described for the 2-cyclohexylamino derivative (Example 38), an equivalent of n-octylamine replacing the cyclohexylamine. The crude product is purified by recrystallization from aqueous 2-methoxyethanol and then melts at 130°-132° C. Reported procedure: A 21.4 ml portion of acetyl chloride in 30 ml of 1,2-dichloroethane was added dropwise to 40 g of aluminum chloride in 105 ml of 1,2-dichloroethane. This mixture was stirred 1/2 hour and then added portionwise to an ice-cooled solution of 54.66 g of xanthene in 225 ml of 1,2-dichloroethane. The reaction was then allowed to warm to 16° C. and poured onto ice. A 180 ml portion of concentrated hydrochloric acid was added, the mixture was allowed to stand overnight and the layers separated. The aque... As a reaction SMILES: [C:1](Cl)(=[O:3])[CH3:2].[Cl-].[Al+3].[Cl-].[Cl-].[CH:9]1[C:22]2[CH2:21][C:20]3[C:15](=[CH:16][CH:17]=[CH:18][CH:19]=3)[O:14][C:13]=2[CH:12]=[CH:11][CH:10]=1.Cl>ClCCCl>[CH:9]1[C:22]2[CH2:21][C:20]3[C:15](=[CH:16][CH:17]=[CH:18][CH:19]=3)[O:14][C:13]=2[CH:12]=[CH:11][C:10]=1[C:1]([CH3:2])=[O:3] |f:1.2.3.4|. The product is C1=C(C=CC=2OC3=CC=CC=C3CC12)C(=O)C (Methyl 2-xanthenyl ketone). Run at temperature 16 celsius, time 0.5 hour. Solvent: ClCCCl (1,2-dichloroethane), ClCCCl (1,2-dichloroethane), ClCCCl (1,2-dichloroethane). Reactants: C1=CC=CC=2OC3=CC=CC=C3CC12 (xanthene), C(C)(=O)Cl (acetyl chloride), [Cl-].[Al+3].[Cl-].[Cl-] (aluminum chloride), Cl (hydrochloric acid), ice. Starting materials: C1=C2C[C@H]3[C@H](NC=4C=CC=CC34)C2=CC=C1 (cis-4b,5,9b,10-tetrahydroindeno[1,2-b]indole), [H-].[Na+] (sodium hydride), O (Water), IC (Iodomethane). Solvent: O1CCCC1 (THF), O1CCCC1 (tetrahydrofuran). Conditions: time 1 hour. The product is CN1[C@H]2[C@@H](C=3C=CC=CC13)CC1=CC=CC=C12 (cis-4b,5,9b,10-Tetrahydro-5-methylindeno[1,2-b]indole). RXN SMILES: [H-].[Na+].[CH:3]1[CH:18]=[CH:17][CH:16]=[C:15]2[C:4]=1[CH2:5][C@@H:6]1[C:14]3[CH:13]=[CH:12][CH:11]=[CH:10][C:9]=3[NH:8][C@@H:7]12.I[CH3:20].O>O1CCCC1>[CH3:20][N:8]1[C:9]2[CH:10]=[CH:11][CH:12]=[CH:13][C:14]=2[C@H:6]2[CH2:5][C:4]3[C:15]([C@@H:7]12)=[CH:16][CH:17]=[CH:18][CH:3]=3 |f:0.1|. Procedure: A flame dried flask was charged with sodium hydride (60 mg, 2.5 mmol), and tetrahydrofuran (THF) (5 cm3) protected under an atmosphere of nitrogen. To the stirring suspension was added cis-4b,5,9b,10-tetrahydroindeno[1,2-b]indole (500 mg, 2.4 mmol) in THF (5 cm3) dropwise. The reaction was stirred for 1 hour, a pink colour developing. Iodomethane (0.2 cm3) was added, and the solution was stirred overnight. Water (5 cm3) was added, and the THF removed in vacuo. The colourless solid thus obtained ... Reactants: C([O-])([O-])=O.[K+].[K+] (potassium carbonate), Cl.ClCC1CN(CCC1)C (3-chloromethyl-1-methylpiperidine hydrochloride), C([O-])([O-])=O.[K+].[K+] (potassium carbonate), ClC1=CC=C2C(=C(C(NC2=C1)=O)C1=CC(=CC(=C1)C)C)O (7-chloro-3-(3,5-dimethylphenyl)-4-hydroxy-1H-quinolin-2-one), Cl.ClCC1CN(CCC1)C (3-chloromethyl-1-methylpiperidine hydrochloride), [I-].[Na+] (sodium iodide). Conditions: temperature 80 celsius, time 7 hour. Yields the product ClC1=CC=C2C(=C(C(NC2=C1)=O)C1=CC(=CC(=C1)C)C)OCC1CN(CCC1)C (7-chloro-3-(3,5-dimethylphenyl)-4-(1-methyl-piperidin-3-ylmethoxy)-1H-quinolin-2-one). Isolated yield 38.7%. Reaction SMILES: [Cl:1][C:2]1[CH:11]=[C:10]2[C:5]([C:6]([OH:21])=[C:7]([C:13]3[CH:18]=[C:17]([CH3:19])[CH:16]=[C:15]([CH3:20])[CH:14]=3)[C:8](=[O:12])[NH:9]2)=[CH:4][CH:3]=1.Cl.Cl[CH2:24][CH:25]1[CH2:30][CH2:29][CH2:28][N:27]([CH3:31])[CH2:26]1.[I-].[Na+].C(=O)([O-])[O-].[K+].[K+]>>[Cl:1][C:2]1[CH:11]=[C:10]2[C:5]([C:6]([O:21][CH2:24][CH:25]3[CH2:30][CH2:29][CH2:28][N:27]([CH3:31])[CH2:26]3)=[C:7]([C:13]3[CH:14]=[C:15]([CH3:20])[CH:16]=[C:17]([CH3:19])[CH:18]=3)[C:8](=[O:12])[NH:9]2)=[CH:4][CH:3]=1 |f:1.2,3.4,5.6.7|. Procedure details: To a solution of 7-chloro-3-(3,5-dimethylphenyl)-4-hydroxy-1H-quinolin-2-one (100 mg in 3 mL dry N,N-dimethylformamide) was added 68 mg 3-chloromethyl-1-methylpiperidine hydrochloride followed by 55 mg sodium iodide and 97 mg potassium carbonate and the mixture heated to 80° C. on an oil bath. After 7 hours, an additional portion of potassium carbonate (48 mg) and 3-chloromethyl-1-methylpiperidine hydrochloride (68 mg) were added and the reaction allowed to proceed at 80° C. for another 14 hours...